Dataset: the Open Reaction Database (ORD), a public repository of structured organic reaction records. Task: describe an organic reaction: reactants, conditions, products, and yield The reactants are N (ammonia), N([C@@H](CSC(C1=CC=CC=C1)(C1=CC=CC=C1)C1=CC=CC=C1)C(=O)O)C(=O)OC(C)(C)C (Boc-Cys(Trt)-OH), C1CCC(CC1)N=C=NC2CCCCC2 (DCC), C=1C=CC2=C(C1)N=NN2O (HOBT), resultant precipitate. Solvent: C(Cl)Cl (methylene chloride), CN(C=O)C (dimethyl formamide), C(Cl)Cl (methylene chloride). Run at time 30 minute. Product: N([C@@H](CSC(C1=CC=CC=C1)(C1=CC=CC=C1)C1=CC=CC=C1)C(=O)N)C(=O)OC(C)(C)C (Boc-Cys(Trt)-NH2). RXN SMILES: [NH:1]([C:27]([O:29][C:30]([CH3:33])([CH3:32])[CH3:31])=[O:28])[C@H:2]([C:24](O)=[O:25])[CH2:3][S:4][C:5]([C:18]1[CH:23]=[CH:22][CH:21]=[CH:20][CH:19]=1)([C:12]1[CH:17]=[CH:16][CH:15]=[CH:14][CH:13]=1)[C:6]1[CH:11]=[CH:10][CH:9]=[CH:8][CH:7]=1.C1CCC([N:40]=C=NC2CCCCC2)CC1.C1C=CC2N(O)N=NC=2C=1.N>C(Cl)Cl.CN(C)C=O>[NH:1]([C:27]([O:29][C:30]([CH3:33])([CH3:31])[CH3:32])=[O:28])[C@H:2]([C:24]([NH2:40])=[O:25])[CH2:3][S:4][C:5]([C:12]1[CH:17]=[CH:16][CH:15]=[CH:14][CH:13]=1)([C:18]1[CH:23]=[CH:22][CH:21]=[CH:20][CH:19]=1)[C:6]1[CH:11]=[CH:10][CH:9]=[CH:8][CH:7]=1. Reported procedure: To a stirred solution of Boc-Cys(Trt)-OH (100 gm) in methylene chloride (1000 ml) at −10 to 0° C., was charged sequentially, a solution of DCC (57.9 g) in methylene chloride (125 ml) and HOBT (34.8 gm) in dimethyl formamide (70 ml). Stirred the solution for 30 minutes at the same temperature and then charged ammonia solution (120 ml). After completion of the reaction the resultant precipitate was filtered and the filtrate was taken and washed with 10% sodium bicarbonate solution. The separated o... Reactants: [H-].[Na+] (Sodium hydride), OC=1C=C(C=CC1)NCC=1C=NC=CC1 (N-(3-hydroxyphenyl)pyrid-3-ylmethylamine), CN(C)C=O (DMF), BrC1CCC1 (bromocyclobutane), CN(C)C=O (DMF), CN(C)C=O (DMF). Reaction conditions: time 30 minute. Product: C1(CCC1)OC=1C=C(C=CC1)C1=C(C=NC=C1)CN (4-(3-Cyclobutyloxyphenyl)pyrid-3-ylmethylamine). Reaction SMILES: [H-].[Na+].OC1C=C([NH:10][CH2:11][C:12]2[CH:13]=[N:14][CH:15]=[CH:16][CH:17]=2)C=CC=1.Br[CH:19]1[CH2:22][CH2:21][CH2:20]1.CN([CH:26]=[O:27])C>>[CH:19]1([O:27][C:26]2[CH:11]=[C:12]([C:17]3[CH:16]=[CH:15][N:14]=[CH:13][C:12]=3[CH2:11][NH2:10])[CH:17]=[CH:16][CH:15]=2)[CH2:22][CH2:21][CH2:20]1 |f:0.1|. Procedure: Sodium hydride (60% in mineral oil, 0.072 g, 1.8 mmol) was suspended in DMF at 0° C. To the dispersion was added dropwise N-(3-hydroxyphenyl)pyrid-3-ylmethylamine (0.250 g, 1.24 mmol) as a solution in DMF. The reaction mixture was stirred at room temperature for 30 min. Then bromocyclobutane (0.25 g, 1.84 mmol) was added as a solution in DMF. The reaction was concentrated and the residue was diluted with water, extracted with EtOAc, washed with brine, dried over MgSO4, filtered and concentrated.... Reactants: CCOC(C)=O, O=C(NC(Cc1ccccc1)C(=O)O)c1cc2cc(Cl)ccc2[nH]1, O=C1CCNCC1, O. Yields the product O=C1CCN(C(=O)C(Cc2ccccc2)NC(=O)c2cc3cc(Cl)ccc3[nH]2)CC1. Reaction SMILES: [CH3:33][CH2:34][O:35][C:36](=[O:37])[CH3:38].[Cl:9][c:10]1[cH:11][c:12]2[cH:13][c:14]([C:19](=[O:20])[NH:21][CH:22]([C:23](=[O:24])[OH:25])[CH2:26][c:27]3[cH:28][cH:29][cH:30][cH:31][cH:32]3)[nH:15][c:16]2[cH:17][cH:18]1.[NH:2]1[CH2:3][CH2:4][C:5](=[O:8])[CH2:6][CH2:7]1.[OH2:1]>>[N:2]1([C:23]([CH:22]([NH:21][C:19]([c:14]2[cH:13][c:12]3[cH:11][c:10]([Cl:9])[cH:18][cH:17][c:16]3[nH:15]2)=[O:20])[CH2:26][c:27]2[cH:28][cH:29][cH:30][cH:31][cH:32]2)=[O:24])[CH2:3][CH2:4][C:5](=[O:8])[CH2:6][CH2:7]1. Run at temperature 110 celsius, time 1 hour. As a reaction SMILES: [F:1][C:2]1[CH:24]=[CH:23][C:5]([CH2:6][N:7]2[C:15]3[C:10](=[CH:11][C:12]([S:16]([CH3:19])(=[O:18])=[O:17])=[CH:13][CH:14]=3)[CH:9]=[C:8]2[C:20]([NH2:22])=[O:21])=[CH:4][CH:3]=1.CO[C:27](OC)([N:29](C)C)[CH3:28]>>[F:1][C:2]1[CH:3]=[CH:4][C:5]([CH2:6][N:7]2[C:15]3[C:10](=[CH:11][C:12]([S:16]([CH3:19])(=[O:17])=[O:18])=[CH:13][CH:14]=3)[CH:9]=[C:8]2[C:20]2[O:21][N:29]=[C:27]([CH3:28])[N:22]=2)=[CH:23][CH:24]=1. Starting materials: FC1=CC=C(CN2C(=CC3=CC(=CC=C23)S(=O)(=O)C)C(=O)N)C=C1 (1-(4-fluorobenzyl)-5-methanesulfonylindole-2-carboxamide), COC(C)(N(C)C)OC (dimethylacetamide dimethylacetal). Procedure details: A mixture of 1-(4-fluorobenzyl)-5-methanesulfonylindole-2-carboxamide (63 mg) and dimethylacetamide dimethylacetal (1 ml) was stirred at 110° C. for 1 hour. The reaction mixture was concentrated under reduced pressure. A mixture of the resulting residue, hydroxylamine hydrochloride (25 mg), a 2N aqueous sodium hydroxide solution (0.18 ml), 1,4-dioxane (0.4 ml) and acetic, acid (0.4 ml) was stirred at 90° C. for 2 hours. Water was added thereto and the mixture was extracted with ethyl acetate. Th... Product: FC1=CC=C(CN2C(=CC3=CC(=CC=C23)S(=O)(=O)C)C2=NC(=NO2)C)C=C1 (1-(4-Fluorobenzyl)-5-methanesulfonyl-2-(3-methyl-[1,2,4]oxadiazol-5-yl)indole).